This data is from the Open Reaction Database (ORD), a public repository of structured organic reaction records. The task is: describe an organic reaction: reactants, conditions, products, and yield Starting materials: Cl.N=1N(N=CC1)CC(=O)O (2-(2H-1,2,3-triazol-2-yl)acetic acid hydrochloride), ClC1=CC=C(S1)C[C@@H]1C[C@H](NC1)C(=O)NC1=CC=C(C=C1)OC1=CC=C(C=C1)F ((2S,4S)-4-((5-chlorothien-2-yl)methyl)-N-(4-(4-fluorophenoxy)phenyl)pyrrolidine-2-carboxamide). The product is Compound 66, N=1N(N=CC1)CC(=O)N1[C@@H](C[C@H](C1)CC=1SC(=CC1)Cl)C(=O)NC1=CC=C(C=C1)OC1=CC=C(C=C1)F ((2S,4S)-1-(2-(2H-1,2,3-triazol-2-yl)acetyl)-4-((5-chlorothien-2-yl)methyl)-N-(4-(4-fluorophenoxy)phenyl)pyrrolidine-2-carboxamide). Yield: 58.0%. As a reaction SMILES: Cl.[N:2]1[N:3]([CH2:7][C:8]([OH:10])=O)[N:4]=[CH:5][CH:6]=1.[Cl:11][C:12]1[S:16][C:15]([CH2:17][C@H:18]2[CH2:22][NH:21][C@H:20]([C:23]([NH:25][C:26]3[CH:31]=[CH:30][C:29]([O:32][C:33]4[CH:38]=[CH:37][C:36]([F:39])=[CH:35][CH:34]=4)=[CH:28][CH:27]=3)=[O:24])[CH2:19]2)=[CH:14][CH:13]=1>>[N:4]1[N:3]([CH2:7][C:8]([N:21]2[CH2:22][C@H:18]([CH2:17][C:15]3[S:16][C:12]([Cl:11])=[CH:13][CH:14]=3)[CH2:19][C@H:20]2[C:23]([NH:25][C:26]2[CH:31]=[CH:30][C:29]([O:32][C:33]3[CH:34]=[CH:35][C:36]([F:39])=[CH:37][CH:38]=3)=[CH:28][CH:27]=2)=[O:24])=[O:10])[N:2]=[CH:6][CH:5]=1 |f:0.1|. Procedure: Proceeding as in Example 1, but substituting 2-(2H-1,2,3-triazol-2-yl)acetic acid hydrochloride and (2S,4S)-4-((5-chlorothien-2-yl)methyl)-N-(4-(4-fluorophenoxy)phenyl)pyrrolidine-2-carboxamide, gave Compound 66, (2S,4S)-1-(2-(2H-1,2,3-triazol-2-yl)acetyl)-4-((5-chlorothien-2-yl)methyl)-N-(4-(4-fluorophenoxy)phenyl)pyrrolidine-2-carboxamide (58.3 mg, 58%). 1H-NMR (400 MHz, CDCl3): σ 9.14 (s, 1H), 7.72 (s, 2H), 7.42 (d, 2H), 7.00 (t, 2H), 6.95-6.90 (m, 4H), 6.75 (d, 1H), 6.61 (d, 1H), 5.39 (s, 2H... The reactants are C1(=CC=C(C=C1)C[C@@H]1CCC(N1C(C(C)(C)C)=O)=O)C1=CC=CC=C1 ((S)-5-biphenyl-4-ylmethyl-1-(2,2-dimethylpropionyl)pyrrolidin-2-one), N1CCCC1 (pyrrolidine), C=O (formaldehyde), N1CCCC1 (pyrrolidine), C=O (formaldehyde). The solvent is C(C)O (ethanol). Yields the product C1(=CC=C(C=C1)C[C@@H]1CCC(N1CN1CCCC1)=O)C1=CC=CC=C1 ((S)-5-biphenyl-4-ylmethyl-1-pyrrolidin-1-ylmethylpyrrolidin-2-one). As a reaction SMILES: [C:1]1([C:20]2[CH:25]=[CH:24][CH:23]=[CH:22][CH:21]=2)[CH:6]=[CH:5][C:4]([CH2:7][C@H:8]2[N:12]([C:13](=O)C(C)(C)C)C(=O)[CH2:10][CH2:9]2)=[CH:3][CH:2]=1.[NH:26]1[CH2:30][CH2:29][CH2:28][CH2:27]1.[CH2:31]=[O:32]>C(O)C>[C:1]1([C:20]2[CH:21]=[CH:22][CH:23]=[CH:24][CH:25]=2)[CH:2]=[CH:3][C:4]([CH2:7][C@H:8]2[N:12]([CH2:13][N:26]3[CH2:30][CH2:29][CH2:28][CH2:27]3)[C:31](=[O:32])[CH2:10][CH2:9]2)=[CH:5][CH:6]=1. Procedure: A mixture of 500 mg (S)-5-biphenyl-4-ylmethylpyrrolidin-2-one (1-a, R1=H), 329 μl pyrrolidine and 415 μl formaldehyde in 3.5 ml ethanol were heated at reflux for 3 h. A further quantity of 164 μl pyrrolidine and 148 μl formaldehyde were added and the mixture refluxed for about 24 h. The mixture was concentrated to dryness and purified by chromatography to obtain 533 mg of (S)-5-biphenyl-4-ylmethyl-1-pyrrolidin-1-ylmethylpyrrolidin-2-one (1-a, R1=methylpyrrolidin). 1H NMR (DMSO): 1.69 (4H, m, 2×N... The reactants are C(C)N (ethylamine), [N+](=O)([O-])C1=CC=C(C=C1)S(=O)(=O)Cl (4-nitrobenzenesulfonyl chloride). Solvent: O (Water), O (water), CO (methanol). Conditions: temperature 2.5 celsius, time 15 minute. Product: C(C)NS(=O)(=O)C1=CC=C(C=C1)[N+](=O)[O-] (N-ethyl-4-nitrobenzene-sulfonamide). RXN SMILES: [CH2:1]([NH2:3])[CH3:2].[N+:4]([C:7]1[CH:12]=[CH:11][C:10]([S:13](Cl)(=[O:15])=[O:14])=[CH:9][CH:8]=1)([O-:6])=[O:5]>O.CO>[CH2:1]([NH:3][S:13]([C:10]1[CH:9]=[CH:8][C:7]([N+:4]([O-:6])=[O:5])=[CH:12][CH:11]=1)(=[O:14])=[O:15])[CH3:2]. Reported procedure: 70% ethylamine in water (12.7 mL) and methanol (50 mL) are mixed. It is cooled to 0-5° C. 4-nitrobenzenesulfonyl chloride (10 g) is added portion-wise maintaining the temperature under 5° C. It is stirred for 15 minutes, maintaining the temperature, until the transformation is complete. Water (100 mL) is added. It is stirred for 30 minutes maintaining the temperature under 5° C. The reaction mixture is filtered, the isolated solid is washed with water and dried, obtaining 8.99 g of N-ethyl-4-nit... The reactants are O1CCOCC1.Cl (hydrochloric acid dioxane), O=C1CCCSC2=C1C=CC(=C2)C(=O)O (5-oxo-2,3,4,5-tetrahydro-1-benzothiepine-8-carboxylic acid), C(O)([O-])=O.[Na+] (sodium hydrogencarbonate). The solvent is CO (methanol). The product is COC(=O)C1=CC2=C(C(CCCS2)=O)C=C1 (5-oxo-2,3,4,5-tetrahydro-1-benzothiepine-8-carboxylic acid methyl ester). Reaction SMILES: [O:1]=[C:2]1[C:8]2[CH:9]=[CH:10][C:11]([C:13]([OH:15])=[O:14])=[CH:12][C:7]=2[S:6][CH2:5][CH2:4][CH2:3]1.O1CCOC[CH2:17]1.Cl.C(=O)([O-])O.[Na+]>CO>[CH3:17][O:14][C:13]([C:11]1[CH:10]=[CH:9][C:8]2[C:2](=[O:1])[CH2:3][CH2:4][CH2:5][S:6][C:7]=2[CH:12]=1)=[O:15] |f:1.2,3.4|. Reported procedure: This 5-oxo-2,3,4,5-tetrahydro-1-benzothiepine-8-carboxylic acid (3.42 g) was dissolved in methanol (100 ml) and 4N hydrochloric acid dioxane solution (15 ml) was added. The mixture was stirred under reflux for 3 hr. The reaction mixture was cooled to room temperature and saturated aqueous sodium hydrogencarbonate solution (250 ml) was added. The mixture was extracted with ethyl acetate. The obtained organic layer was washed with water, saturated aqueous sodium hydrogencarbonate solution and satu... Starting materials: N1N=CC=2C[C@H](CCC12)C(=O)OC ((S)-methyl 4,5,6,7-tetrahydro-1H-indazole-5-carboxylate), O (water), O.[OH-].[Li+] (lithium hydroxide hydrate). The solvent is CO (methanol). Reaction conditions: time 2 hour. Product: N1N=CC=2C[C@H](CCC12)C(=O)O ((S)-4,5,6,7-tetrahydro-1H-indazole-5-carboxylic acid). The yield is 81.7%. Reaction SMILES: [NH:1]1[C:9]2[CH2:8][CH2:7][C@H:6]([C:10]([O:12]C)=[O:11])[CH2:5][C:4]=2[CH:3]=[N:2]1.O.O.[OH-].[Li+]>CO>[NH:1]1[C:9]2[CH2:8][CH2:7][C@H:6]([C:10]([OH:12])=[O:11])[CH2:5][C:4]=2[CH:3]=[N:2]1 |f:2.3.4|. Procedure details: To a solution of (S)-methyl 4,5,6,7-tetrahydro-1H-indazole-5-carboxylate (500 mg, 2.80 mmol) in methanol (20 mL) were added water (10 mL) and lithium hydroxide hydrate (234 mg, 5.57 mmol) at 0° C. The reaction mixture was stirred at ambient temperature for 2 h and then concentrated to remove most of methanol. The remaining mixture was acidified with diluted aqueous HCl to pH=4 and then concentrated. The residue was dried under vacuum to afford (S)-4,5,6,7-tetrahydro-1H-indazole-5-carboxylic acid... Starting materials: N1C=CC2=CC=CC=C12 (indole), ( 7a ), ( 5a ), monocarboxylic acid, alkali metal hydroxide, N (ammonia), C(C)(=O)OC(C)=O (acetic anhydride), N1=C2C(=O)OC(C2=CC=C1)=O (quinolinic anhydride), saturated aliphatic, halide, [Cl-].[Ca+2].[Cl-] (calcium chloride), [Cl-].[Al+3].[Cl-].[Cl-] (aluminium chloride). The reagents and catalysts are [Cl-].[Zn+2].[Cl-] (zinc chloride), [Fe](Cl)Cl (iron chloride), [Co](Cl)Cl (cobalt chloride), [Cu](Cl)Cl (copper dichloride). The solvent is C(C)(=O)O (acetic acid), C(C)#N (acetonitrile). Product: C1(=O)OCC2=NC=CC=C12 (4-azaphthalide), ( 1a ). RXN SMILES: [N:1]1[CH:10]=[CH:9][CH:8]=[C:7]2[C:2]=1[C:3]([O:5][C:6]2=[O:11])=O.N1C2C(=CC=CC=2)C=C1.[Cl-].[Ca+2].[Cl-].[Cl-].[Al+3].[Cl-].[Cl-].C(OC(=O)C)(=O)C.N>C(O)(=O)C.C(#N)C.[Cl-].[Zn+2].[Cl-].[Fe](Cl)Cl.[Co](Cl)Cl.[Cu](Cl)Cl>[C:6]1([C:7]2[C:2](=[N:1][CH:10]=[CH:9][CH:8]=2)[CH2:3][O:5]1)=[O:11] |f:2.3.4,5.6.7.8,13.14.15|. Procedure: A particularly advantageous embodiment of the novel process comprises dissolving or suspending quinolinic anhydride in a saturated aliphatic C2 -C4 -monocarboxylic acid, in particular acetic acid, or also in acetonitrile, adding an indole compound of the formula (7a) and stirring the mixture at room temperature in the presence of an inorganic metal salt, in particular a metal halide, of a polyvalent metal or atomic weight 26 to 66, for example zinc chloride, calcium chloride, aluminium chloride,... Starting materials: CC[C@@H]1[C@@]([C@@H]([C@H](C(=O)[C@@H](C[C@@]([C@@H]([C@H]([C@@H]([C@H](C(=O)O1)C)O[C@H]2C[C@@]([C@H]([C@@H](O2)C)O)(C)OC)C)O[C@H]3[C@@H]([C@H](C[C@H](O3)C)N(C)C)O)(C)O)C)C)O)(C)O (Erythromycin A). Solvent: Cl (hydrochloric acid). Product: O=CC[C@@](C)(OC)[C@@H](O)[C@@H](O)C (L-cladinose). Yield: 97.0%. RXN SMILES: CC[C@H]1OC(=O)[C@H](C)[C@@H]([O:20][C@@H:21]2[O:26][C@@H:25]([CH3:27])[C@H:24]([OH:28])[C@@:23]([O:30][CH3:31])([CH3:29])[CH2:22]2)[C@H](C)[C@@H](O[C@@H]2O[C@H](C)C[C@H](N(C)C)[C@H]2O)[C@@](O)(C)C[C@@H](C)C(=O)[C@H](C)[C@@H](O)[C@@]1(O)C>Cl>[O:20]=[CH:21][CH2:22][C@:23]([C@H:24]([C@H:25]([CH3:27])[OH:26])[OH:28])([O:30][CH3:31])[CH3:29]. Reported procedure: Erythromycin A (Merck Index, 10th Edition Entry No. 3624) (50g) was dissolved in 1N aqueous hydrochloric acid (70 mL) and water (500 mL) and the mixture subjected to liquid-liquid extraction using diethyl ether for 99 h. The ether extract was evaporated to dryness to give L-cladinose (11.7 g, 97%) as a colorless viscous oil. Starting materials: C[Si](C)(C)Cl, CN(C)C=O, [OH], C#CC(C)(O)COc1ccccc1, c1c[nH]cn1. The product is C#CC(C)(COc1ccccc1)O[Si](C)(C)C. As a reaction SMILES: [CH3:20][Si:21]([CH3:22])([CH3:23])[Cl:24].[CH3:25][N:26]([CH3:27])[CH:28]=[O:29].[OH:1].[OH:2][C:3]([C:4]#[CH:5])([CH2:6][O:7][c:8]1[cH:9][cH:10][cH:11][cH:12][cH:13]1)[CH3:14].[nH:15]1[cH:16][cH:17][n:18][cH:19]1>>[O:2]([C:3]([C:4]#[CH:5])([CH2:6][O:7][c:8]1[cH:9][cH:10][cH:11][cH:12][cH:13]1)[CH3:14])[Si:21]([CH3:20])([CH3:22])[CH3:23]. Reactants: N1=CC=CC=C1 (Pyridine), C(CCC)Cl (n-butyl chloride), O1CCOCC1 (dioxane). The solvent is [N+](=O)([O-])C (nitromethane). Product: [Cl-].C(CCC)[N+]1=CC=CC=C1 (butylpyridinium chloride). Reaction SMILES: [N:1]1[CH:6]=[CH:5][CH:4]=[CH:3][CH:2]=1.[CH2:7]([Cl:11])[CH2:8][CH2:9][CH3:10].O1CCOCC1>[N+](C)([O-])=O>[Cl-:11].[CH2:7]([N+:1]1[CH:6]=[CH:5][CH:4]=[CH:3][CH:2]=1)[CH2:8][CH2:9][CH3:10] |f:4.5|. Reported procedure: Pyridine and excess n-butyl chloride were heated under reflux in nitromethane for 24 hours and then cooled, and the reaction solution was poured into dioxane, thereby precipitating the crystals formed. Thus, crude crystals of butylpyridinium chloride (BPC) were obtained. These were purified by recrystallizing them in methanol/dioxane solvent two or three times and then fully dried in vacuum.